Dataset: the Open Reaction Database (ORD), a public repository of structured organic reaction records. Task: describe an organic reaction: reactants, conditions, products, and yield The reactants are C=1(O)C(O)=CC=CC1 (catechol), BrC(CBr)=C (2-bromoallyl bromide), 2p. As a reaction SMILES: [C:1]1([C:3](=[CH:5][CH:6]=[CH:7][CH:8]=1)[OH:4])[OH:2].[Br:9][C:10](=[CH2:13])[CH2:11]Br>>[Br:9][C:10](=[CH2:11])[CH2:13][O:2][C:1]1[CH:8]=[CH:7][CH:6]=[CH:5][C:3]=1[OH:4]. Procedure: This compound was prepared in 52% yield from catechol and 2-bromoallyl bromide according to the procedure for 2p in Example IX. Yellow oil; 1H NMR (CDCl3): δ 4.70 (s, 2H), 5.68 (s, 1H), 5.70-5.71 (m, 1H), 5.95-5.96 (m, 1H), 6.81-6.97 (m, 4H); 13C NMR (CDCl3): δ 73.10, 113.09, 115.33, 119.17, 120.28, 122.82, 127.06, 144.83, 146.12; HRMS (FAB): 243.95575 calcd for C9H9BrOS [M]+. found 243.9557 (−0.2 ppm, 0.0 mmu). Product: BrC(COC1=C(C=CC=C1)O)=C (2-(2-bromoallyloxy)phenol). Yield: 52.0%.